This data is from the Open Reaction Database (ORD), a public repository of structured organic reaction records. The task is: describe an organic reaction: reactants, conditions, products, and yield Reactants: OC(CC[C@H]1CCC([C@@H]1CCCCCCC(=O)OCC)=O)CCCCC (15-hydroxy-9-oxoprostanoic acid, ethyl ester), C(CO)O (ethylene glycol), oil, C1=CC=CC=C1 (benzene), O.C1(=CC=C(C=C1)S(=O)(=O)O)C (p-toluensulfonic acid monohydrate). Run in O (water). Product: C1OC2[C@H](CCCCCCC(=O)OCC)[C@H](CC2OC1)CCC(CCCCC)O (ethyl 9-ethylenedioxy-15-hydroxy-prostanoate). RXN SMILES: [OH:1][CH:2]([CH2:22][CH2:23][CH2:24][CH2:25][CH3:26])[CH2:3][CH2:4][C@@H:5]1[C@@H:9]([CH2:10][CH2:11][CH2:12][CH2:13][CH2:14][CH2:15][C:16]([O:18][CH2:19][CH3:20])=[O:17])[C:8](=[O:21])[CH2:7][CH2:6]1.C1C=CC=CC=1.O.C1(C)C=CC(S(O)(=O)=O)=CC=1.[CH2:45](O)[CH2:46][OH:47]>O>[CH2:45]1[CH2:46][O:47][CH:7]2[CH:8]([C@@H:9]([C@@H:5]([CH2:4][CH2:3][CH:2]([OH:1])[CH2:22][CH2:23][CH2:24][CH2:25][CH3:26])[CH2:6]2)[CH2:10][CH2:11][CH2:12][CH2:13][CH2:14][CH2:15][C:16]([O:18][CH2:19][CH3:20])=[O:17])[O:21]1 |f:2.3|. Reported procedure: A solution of 3.4 g. of ethyl 15-hydroxy-9-oxo-prostanoate (Example 50) in 85 ml. of benzene containing 30 mg. of p-toluensulfonic acid monohydrate and 2 ml. of ethylene glycol is stirred at the reflux temperature for 18 hours. The water formed is removed by means of a Dean-Stark distilling receiver. The cooled solution is washed with 5% aqueous sodium carbonate solution, saturated sodium chloride solution, dried with anhydrous sodium sulfate and evaporated to dryness under reduced pressure to g...